This data is from the Open Reaction Database (ORD), a public repository of structured organic reaction records. The task is: describe an organic reaction: reactants, conditions, products, and yield Reactants: COc1ccc(P2(=S)SP(=S)(c3ccc(OC)cc3)S2)cc1, Cc1ccccc1, CC(=O)CC(=O)NC1CC(C)(C)Oc2nc(-c3ccc(Cl)cc3Cl)c(-c3ccc(Cl)cc3)cc21. Yields the product CC(=O)CC(=S)NC1CC(C)(C)Oc2nc(-c3ccc(Cl)cc3Cl)c(-c3ccc(Cl)cc3)cc21. RXN SMILES: [CH3:35][O:36][c:37]1[cH:38][cH:39][c:40]([P:41]2(=[S:44])[S:42][P:43]([c:45]3[cH:46][cH:47][c:48]([O:49][CH3:50])[cH:51][cH:52]3)(=[S:53])[S:54]2)[cH:55][cH:56]1.[CH3:57][c:58]1[cH:59][cH:60][cH:61][cH:62][cH:63]1.[Cl:1][c:2]1[cH:3][cH:4][c:5](-[c:8]2[cH:9][c:10]3[c:11]([n:12][c:13]2-[c:14]2[c:15]([Cl:21])[cH:16][c:17]([Cl:20])[cH:18][cH:19]2)[O:22][C:23]([CH3:33])([CH3:34])[CH2:24][CH:25]3[NH:26][C:27]([CH2:28][C:29]([CH3:30])=[O:31])=[O:32])[cH:6][cH:7]1>>[Cl:1][c:2]1[cH:3][cH:4][c:5](-[c:8]2[cH:9][c:10]3[c:11]([n:12][c:13]2-[c:14]2[c:15]([Cl:21])[cH:16][c:17]([Cl:20])[cH:18][cH:19]2)[O:22][C:23]([CH3:33])([CH3:34])[CH2:24][CH:25]3[NH:26][C:27]([CH2:28][C:29]([CH3:30])=[O:31])=[S:44])[cH:6][cH:7]1. The reactants are C1(CCCC1)SCC1=CC(NC2=CC=C(C=C12)C1=C(C=CC=C1)OC)(C)C (4-Cyclopentylsulfanylmethyl-6-(2-methoxyphenyl)-2,2-dimethyl-1,2-dihydroquinoline), BrCC1=CC(NC2=CC=C(C=C12)C1=C(C=CC=C1)OC)(C)C (4-bromomethyl-6-(2-methoxyphenyl)-2,2-dimethyl-1,2-dihydroquinoline), C([O-])([O-])=O.[K+].[K+] (potassium carbonate), C1(CCCC1)S (cyclopentyl mercaptan). The product is COC1=C(C=CC=C1)C=1C=C2C(=CC(NC2=CC1)(C)C)CNC1=CC=CC=C1 ([6-(2-methoxyphenyl)-2,2-dimethyl-1,2-dihydroquinolin-4-ylmethyl]phenylamine). Reaction SMILES: C1(S[CH2:7][C:8]2[C:17]3[C:12](=[CH:13][CH:14]=[C:15]([C:18]4[CH:23]=[CH:22][CH:21]=[CH:20][C:19]=4[O:24][CH3:25])[CH:16]=3)[NH:11][C:10]([CH3:27])([CH3:26])[CH:9]=2)CCCC1.BrCC1[C:39]2[C:34](=[CH:35][CH:36]=[C:37](C3C=CC=CC=3OC)[CH:38]=2)[NH:33]C(C)(C)C=1.C(=O)([O-])[O-].[K+].[K+].C1(S)CCCC1>>[CH3:25][O:24][C:19]1[CH:20]=[CH:21][CH:22]=[CH:23][C:18]=1[C:15]1[CH:16]=[C:17]2[C:12](=[CH:13][CH:14]=1)[NH:11][C:10]([CH3:26])([CH3:27])[CH:9]=[C:8]2[CH2:7][NH:33][C:34]1[CH:39]=[CH:38][CH:37]=[CH:36][CH:35]=1 |f:2.3.4|. Reported procedure: 4-Cyclopentylsulfanylmethyl-6-(2-methoxyphenyl)-2,2-dimethyl-1,2-dihydroquinoline 80 mg of 4-bromomethyl-6-(2-methoxyphenyl)-2,2-dimethyl-1,2-dihydroquinoline, 69 mg of potassium carbonate, and 48 μL of cyclopentyl mercaptan reacted to give 7 mg of the title compound as a foam.